Dataset: the Open Reaction Database (ORD), a public repository of structured organic reaction records. Task: describe an organic reaction: reactants, conditions, products, and yield The reactants are [Br-], CC[Mg+], C1CCOC1, Cc1ocnc1C#N, CC(C)[O-], CC(C)[O-], CC(C)[O-], CC(C)[O-], [Na+], [OH-], O, [Ti+4]. Yields the product Cc1ocnc1C1(N)CC1. RXN SMILES: [Br-:9].[CH2:10]([CH3:11])[Mg+:12].[CH2:16]1[O:17][CH2:18][CH2:19][CH2:20]1.[CH3:1][c:2]1[c:3]([C:7]#[N:8])[n:4][cH:5][o:6]1.[CH3:21][CH:22]([CH3:23])[O-:24].[CH3:26][CH:27]([CH3:28])[O-:29].[CH3:30][CH:31]([CH3:32])[O-:33].[CH3:34][CH:35]([CH3:36])[O-:37].[Na+:15].[OH-:14].[OH2:13].[Ti+4:25]>>[CH3:1][c:2]1[c:3]([C:7]2([NH2:8])[CH2:10][CH2:11]2)[n:4][cH:5][o:6]1. Reactants: c1c(cncc1O)C. Reagents/catalysts: c1ccc(cc1)-c2c3ccccc3cc4ccccc24 (9-Phenylanthracene), CCN(C(C)C)C(C)C (DIPEA), [Zn] (Zn). The solvent is C(C(F)(F)F)O (2,2,2-Trifluoroethanol). Run at temperature 110 celsius, time 18 hour. Yields the product CC1CNCC(O)C1. As a reaction SMILES: [CH3:1][c:2]1[cH:8][c:6]([OH:7])[cH:5][n:4][cH:3]1>>[CH3:1][CH:2]1[CH2:8][CH:6]([OH:7])[CH2:5][NH:4][CH2:3]1. Starting materials: C1(=CC=CC=C1)C(C1=CC=CC=C1)OC(=O)C=1N2C([C@H]([C@H]2SCC1CSC1=CC(=NC=2N1N=C(N2)C(=O)OC(C2=CC=CC=C2)C2=CC=CC=C2)C)NC(\C(=N/OC(C2=CC(=C(C=C2)OC(C)=O)OC(C)=O)C(=O)OC(C2=CC=CC=C2)C2=CC=CC=C2)\C=2N=C(SC2)N)=O)=O ((6R,7R)-7-[2-(2-amino-4-thiazolyl)-2-[Z-[diphenylmethyloxycarbonyl(3,4-diacetoxyphenyl)methyl]oxyimino]acetamido]-3-[(2-diphenylmethyloxycarbonyl-5-methyl-s-triazolo-[1,5-a]pyrimidin-7-yl)thiomethyl]-8-oxo-5-thia-1-azabicyclo[4.2.0]oct-2-ene-2-carboxylic acid diphenylmethyl ester), C1(=CC=CC=C1)OC (anisole), FC(C(=O)O)(F)F (trifluoroacetic acid). Solvent: ClC(C)Cl (dichloroethane). Conditions: time 2 hour. The product is NC=1SC=C(N1)/C(/C(=O)N[C@H]1[C@H]2SCC(=C(N2C1=O)C(=O)O)CSC1=CC(=NC=2N1N=C(N2)C(=O)O)C)=N/OC(C2=CC(=C(C=C2)OC(C)=O)OC(C)=O)C(=O)O ((6R,7R)-7-[2-(2-amino-4-thiazolyl)-2-[Z-[carboxy(3,4-diacetoxyphenyl)methyl]-oxyimino]acetamido]-3-[(2-carboxy-5-methyl-s-triazolo[1,5-a]pyrimidin-7-yl)thiomethyl]-8-oxo-5-thia-1-azabicyclo[4.2.0]oct-2-ene-2-carboxylic acid). The yield is 109.8%. As a reaction SMILES: C1(C([O:14][C:15]([C:17]2[N:18]3[C@H:21]([S:22][CH2:23][C:24]=2[CH2:25][S:26][C:27]2[N:32]4[N:33]=[C:34]([C:36]([O:38]C(C5C=CC=CC=5)C5C=CC=CC=5)=[O:37])[N:35]=[C:31]4[N:30]=[C:29]([CH3:52])[CH:28]=2)[C@H:20]([NH:53][C:54](=[O:95])/[C:55](/[C:89]2[N:90]=[C:91]([NH2:94])[S:92][CH:93]=2)=[N:56]\[O:57][CH:58]([C:73]([O:75]C(C2C=CC=CC=2)C2C=CC=CC=2)=[O:74])[C:59]2[CH:64]=[CH:63][C:62]([O:65][C:66](=[O:68])[CH3:67])=[C:61]([O:69][C:70](=[O:72])[CH3:71])[CH:60]=2)[C:19]3=[O:96])=[O:16])C2C=CC=CC=2)C=CC=CC=1.C1(OC)C=CC=CC=1.FC(F)(F)C(O)=O>ClC(Cl)C>[NH2:94][C:91]1[S:92][CH:93]=[C:89](/[C:55](=[N:56]/[O:57][CH:58]([C:73]([OH:75])=[O:74])[C:59]2[CH:64]=[CH:63][C:62]([O:65][C:66](=[O:68])[CH3:67])=[C:61]([O:69][C:70](=[O:72])[CH3:71])[CH:60]=2)/[C:54]([NH:53][C@@H:20]2[C:19](=[O:96])[N:18]3[C@@H:21]2[S:22][CH2:23][C:24]([CH2:25][S:26][C:27]2[N:32]4[N:33]=[C:34]([C:36]([OH:38])=[O:37])[N:35]=[C:31]4[N:30]=[C:29]([CH3:52])[CH:28]=2)=[C:17]3[C:15]([OH:16])=[O:14])=[O:95])[N:90]=1. Procedure: To a solution of the product obtained in Step 2 (0.87 g) in dichloroethane (1.6 ml) were added anisole (0.8 ml) and trifluoroacetic acid (2.4 ml) under ice cooling, and the resulting solution was stirred at room temperature for two hours. After removing the solvent by decantation, the residue was washed with dichloroethane and crystallized with ether, giving 0.6 g of the objective compound (as trifluoroacetic acid salt). Reactants: C(C)OC(CCCNS(=O)(=O)C1=CC=CC2=C(C=CC=C12)N(C)C)OCC (N-(4,4-Diethoxybutyl)-5-(dimethylamino)naphthalene-1-sulfonamide), O=CCNS(=O)(=O)C1=CC=CC2=C(C=CC=C12)N(C)C (N-(2-oxoethyl)-5-(dimethylamino)naphthalene-1-sulfonamide), COC(CNS(=O)(=O)C1=CC=CC2=C(C=CC=C12)N(C)C)OC (N-(2,2-Dimethoxyethyl)-5-(dimethylamino)naphthalene-1-sulfonamide). Product: O=CCCCNS(=O)(=O)C1=CC=CC2=C(C=CC=C12)N(C)C (N-(4-Oxobutyl)-5-(dimethylamino)naphthalene-1-sulfonamide). Reaction SMILES: C([O:3][CH:4](OCC)[CH2:5][CH2:6][CH2:7][NH:8][S:9]([C:12]1[C:21]2[C:16](=[C:17]([N:22]([CH3:24])[CH3:23])[CH:18]=[CH:19][CH:20]=2)[CH:15]=[CH:14][CH:13]=1)(=[O:11])=[O:10])C.O=CCNS(C1C2C(=C(N(C)C)C=CC=2)C=CC=1)(=O)=O.COC(OC)CNS(C1C2C(=C(N(C)C)C=CC=2)C=CC=1)(=O)=O>>[O:3]=[CH:4][CH2:5][CH2:6][CH2:7][NH:8][S:9]([C:12]1[C:21]2[C:16](=[C:17]([N:22]([CH3:24])[CH3:23])[CH:18]=[CH:19][CH:20]=2)[CH:15]=[CH:14][CH:13]=1)(=[O:11])=[O:10]. Procedure: This aldehyde was prepared from acetal 13 at a scale and under conditions identical to those employed for the preparation N-(2-oxoethyl)-5-(dimethylamino)naphthalene-1-sulfonamide from acetal 11. N-(4-Oxobutyl)-5-(dimethylamino)naphthalene-1-sulfonamide was obtained as a light green foam, the total amount of which was used without further purification in the preparation of 14. Reactants: CC(C)CN, Cc1ccccc1, O=C1OC(=O)c2cc(C(F)(F)F)ccc21, Cc1ccc(S(=O)(=O)O)cc1. Product: CC(C)CN1C(=O)c2ccc(C(F)(F)F)cc2C1=O. RXN SMILES: [CH2:16]([CH:17]([CH3:18])[CH3:19])[NH2:20].[CH3:32][c:33]1[cH:34][cH:35][cH:36][cH:37][cH:38]1.[F:1][C:2]([c:3]1[cH:4][c:5]2[c:6]([cH:12][cH:13]1)[C:7](=[O:8])[O:9][C:10]2=[O:11])([F:14])[F:15].[c:21]1([CH3:22])[cH:23][cH:24][c:25]([S:26]([OH:27])(=[O:28])=[O:29])[cH:30][cH:31]1>>[F:1][C:2]([c:3]1[cH:4][c:5]2[c:6]([cH:12][cH:13]1)[C:7](=[O:9])[N:20]([CH2:16][CH:17]([CH3:18])[CH3:19])[C:10]2=[O:11])([F:14])[F:15]. The reactants are C(CCC)[Li] (n-butyl lithium), COC(C1=CC(C(=O)N(CCC)C)=CC(=C1)I)=O (5-iodo-N-methyl-N-propyl-isophthalamic acid methyl ester), CN1C=NC=C1 (1-methyl-1H-imidazole). The reagents and catalysts are C=1C=CC(=CC1)/C=C/C(=O)/C=C/C2=CC=CC=C2.C=1C=CC(=CC1)/C=C/C(=O)/C=C/C2=CC=CC=C2.C=1C=CC(=CC1)/C=C/C(=O)/C=C/C2=CC=CC=C2.[Pd].[Pd] (tris(dibenzylideneacetone)dipalladium), [Cl-].[Zn+2].[Cl-] (zinc (II) chloride). Run in C1CCOC1 (THF). Reaction conditions: temperature 0 celsius, time 30 minute. The product is COC(C1=CC(C(=O)N(CCC)C)=CC(=C1)C=1N(C=CN1)C)=O (N-Methyl-5-(1-methyl-1H-imidazol-2-yl)-N-propyl-isophthalamic acid methyl ester). As a reaction SMILES: C([Li])CCC.[CH3:6][N:7]1[CH:11]=[CH:10][N:9]=[CH:8]1.[CH3:12][O:13][C:14](=[O:29])[C:15]1[CH:27]=[C:26](I)[CH:25]=[C:17]([C:18]([N:20]([CH3:24])[CH2:21][CH2:22][CH3:23])=[O:19])[CH:16]=1>C1COCC1.[Cl-].[Zn+2].[Cl-].C1C=CC(/C=C/C(/C=C/C2C=CC=CC=2)=O)=CC=1.C1C=CC(/C=C/C(/C=C/C2C=CC=CC=2)=O)=CC=1.C1C=CC(/C=C/C(/C=C/C2C=CC=CC=2)=O)=CC=1.[Pd].[Pd]>[CH3:12][O:13][C:14](=[O:29])[C:15]1[CH:27]=[C:26]([C:8]2[N:7]([CH3:6])[CH:11]=[CH:10][N:9]=2)[CH:25]=[C:17]([C:18]([N:20]([CH3:24])[CH2:21][CH2:22][CH3:23])=[O:19])[CH:16]=1 |f:4.5.6,7.8.9.10.11|. Procedure: Add n-butyl lithium (2.0 M in pentane, 0.78 mL, 1.55 mmol) dropwise over 30 min to a previously nitrogen-flushed, flame-dried vessel containing 1-methyl-1H-imidazole (0.12 mL, 1.5 mmol) in THF (10 mL) at −78° C., and stir for 30 min at the same temperature. Warm the solution to 0° C. and add dropwise zinc (II) chloride (1.0 M in diethyl ether, 4.5 mL, 4.5 mmol) over 10 min. Stir the mixture at the same temperature for 1 h and at room temperature for 30 min. Add 5-iodo-N-methyl-N-propyl-isophthal... The reactants are N1CCOCC1 (morpholine), C(C)(C)(C)C1=CC(=CC(=C1)C)I (1-tert-butyl-3-iodo-5-methyl-benzene), CC(C)(C#N)N=NC(C)(C)C#N (AIBN), C1CC(=O)N(C1=O)Br (NBS). Run in C(Cl)(Cl)(Cl)Cl (carbon tetrachloride). Run at temperature 70 celsius. Product: C(C)(C)(C)C=1C=C(CN2CCOCC2)C=C(C1)I (4-(3-tert-Butyl-5-iodo-benzyl)-morpholine). RXN SMILES: [C:1]([C:5]1[CH:10]=[C:9]([CH3:11])[CH:8]=[C:7]([I:12])[CH:6]=1)([CH3:4])([CH3:3])[CH3:2].C1C(=O)N(Br)C(=O)C1.CC(N=NC(C#N)(C)C)(C#N)C.[NH:33]1[CH2:38][CH2:37][O:36][CH2:35][CH2:34]1>C(Cl)(Cl)(Cl)Cl>[C:1]([C:5]1[CH:10]=[C:9]([CH:8]=[C:7]([I:12])[CH:6]=1)[CH2:11][N:33]1[CH2:38][CH2:37][O:36][CH2:35][CH2:34]1)([CH3:4])([CH3:3])[CH3:2]. Reported procedure: Dissolve 1-tert-butyl-3-iodo-5-methyl-benzene (1 g, 3.6 mmol, prepared according to Chem. Soc. Perkin Trans. I, 1987, page 859-866) in carbon tetrachloride (20 mL) under nitrogen. Add NBS (0.71 g, 1.1 equiv.) followed by AIBN (0.06 g, 0.1 equiv.) and heat overnight at 70° C. Filter in the morning, washing with hexanes. Concentrate filtrate and use crude. Dissolve this residue in THF (10 mL) under nitrogen and cool to 0° C. Add morpholine (0.64 mL, 2 equiv.) dropwise via syringe and stir 5 minute... Procedure details: Benzenesulfonyl bromide was synthesized with 1316.0 g of the mother liquid containing sodium benzenesulfinate by procedures similar to those of the fourth step and the fifth step of Example 1 except that bromine was used instead of chlorine in the fifth step. Thus, 36.0 g of benzenesulfonyl bromide was yielded. Gas chromatographic analysis revealed that the concentration of benzenesulfonyl bromide in the organic layer was 81.3% (weight; 29.27 g, 0.133 mole), and the yield was 94.4%. Reactants: C1(=CC=CC=C1)S(=O)[O-].[Na+] (sodium benzenesulfinate), BrBr (bromine). The product is C1(=CC=CC=C1)S(=O)(=O)Br (benzenesulfonyl bromide). As a reaction SMILES: [C:1]1([S:7]([O-:9])=[O:8])[CH:6]=[CH:5][CH:4]=[CH:3][CH:2]=1.[Na+].[Br:11]Br>>[C:1]1([S:7]([Br:11])(=[O:9])=[O:8])[CH:6]=[CH:5][CH:4]=[CH:3][CH:2]=1 |f:0.1|. Starting materials: C(C)(C)OB(OC(C)C)OC(C)C (triisopropylborate), S(O)(O)(=O)=O (sulfuric acid), C(C)(C)(C)C=1C=C(C=C(C1)C(C)(C)C)Br (3,5-Di-t-butylbromobenzene), [Mg] (magnesium). Run in C(C)OCC (diethylether), C(C)OCC (diethylether), C1CCOC1 (THF). Product: C(C)(C)(C)C=1C=C(C=C(C1)C(C)(C)C)B(O)O (3,5-Di-t-butylphenylboronic acid). Reaction SMILES: [C:1]([C:5]1[CH:6]=[C:7](Br)[CH:8]=[C:9]([C:11]([CH3:14])([CH3:13])[CH3:12])[CH:10]=1)([CH3:4])([CH3:3])[CH3:2].[Mg].C([O:20][B:21](OC(C)C)[O:22]C(C)C)(C)C.S(=O)(=O)(O)O>C1COCC1.C(OCC)C>[C:1]([C:5]1[CH:6]=[C:7]([B:21]([OH:22])[OH:20])[CH:8]=[C:9]([C:11]([CH3:14])([CH3:13])[CH3:12])[CH:10]=1)([CH3:4])([CH3:3])[CH3:2]. Procedure: 3,5-Di-t-butylbromobenzene (10 g, 37 mmol) and magnesium (1.8 g, 75 mmol) were dissolved in 100 mL of THF and stirred at reflux for five hours. After this time, triisopropylborate (7.0 g, 37 mmol) as a solution in diethylether (50 mL) was added to the solution, followed by stirring at room temperature overnight. Then the THF was removed in vacuo to leave a crude oil. This oil was taken up in 100 mL of diethylether and 100 mL of 10% sulfuric acid (aqueous) and stirred for two hours. The organic l... Reactants: C(C)(C)(C)OC(=O)N1CC(CCC1)C=1SC(=C(C1)C(=O)OCC)N (3-(5-Amino-4-ethoxycarbonyl-thiophen-2-yl)-piperidine-1-carboxylic acid tert-butyl ester), N(=O)OC(C)(C)C (t-butyl nitrite), [Cl-].[NH4+] (ammonium chloride). Reagents/catalysts: [Cu](Cl)Cl (copper (II) chloride). Run in IMS. Reaction conditions: time 30 minute. The product is C(C)(C)(C)OC(=O)N1CC(CCC1)C=1SC=C(C1)C(=O)O (3-(4-Carboxy-thiophen-2-yl)-piperidine-1-carboxylic acid tert-butyl ester). Yield: 84.6%. RXN SMILES: [C:1]([O:5][C:6]([N:8]1[CH2:13][CH2:12][CH2:11][CH:10]([C:14]2[S:15][C:16](N)=[C:17]([C:19]([O:21]CC)=[O:20])[CH:18]=2)[CH2:9]1)=[O:7])([CH3:4])([CH3:3])[CH3:2].N(OC(C)(C)C)=O.[Cl-].[NH4+]>[Cu](Cl)Cl>[C:1]([O:5][C:6]([N:8]1[CH2:13][CH2:12][CH2:11][CH:10]([C:14]2[S:15][CH:16]=[C:17]([C:19]([OH:21])=[O:20])[CH:18]=2)[CH2:9]1)=[O:7])([CH3:4])([CH3:2])[CH3:3] |f:2.3|. Procedure details: 3-(5-Amino-4-ethoxycarbonyl-thiophen-2-yl)-piperidine-1-carboxylic acid tert-butyl ester (1.45 g, 4.1 mmol) was added to a suspension of t-butyl nitrite (6.1 mmol) and copper (II) chloride (4.1 mmol) in IMS (100 mL). The reaction was stirred for 30 minutes. Saturated aqueous ammonium chloride (7 mL) was added and the mixture stirred overnight. The solvent was removed under vacuum and product partitioned between ethyl acetate and water. The organic layer was dried over magnesium sulphate, filtere...